This data is from the Open Reaction Database (ORD), a public repository of structured organic reaction records. The task is: describe an organic reaction: reactants, conditions, products, and yield Reactants: O=C([O-])[O-], CI, CN(C)C=O, CCOC(C)=O, CCOC(=O)c1cc2cccc(NS(=O)(=O)c3ccccc3C(F)(F)F)c2[nH]1, [K+], [K+]. Product: CCOC(=O)c1cc2cccc(N(C)S(=O)(=O)c3ccccc3C(F)(F)F)c2[nH]1. As a reaction SMILES: [C:29](=[O:30])([O-:31])[O-:32].[CH3:35][I:36].[CH3:37][N:38]([CH3:39])[CH:40]=[O:41].[CH3:42][CH2:43][O:44][C:45](=[O:46])[CH3:47].[F:1][C:2]([c:3]1[c:4]([S:9](=[O:10])(=[O:11])[NH:12][c:13]2[cH:14][cH:15][cH:16][c:17]3[cH:18][c:19]([C:22](=[O:23])[O:24][CH2:25][CH3:26])[nH:20][c:21]23)[cH:5][cH:6][cH:7][cH:8]1)([F:27])[F:28].[K+:33].[K+:34]>>[F:1][C:2]([c:3]1[c:4]([S:9](=[O:10])(=[O:11])[N:12]([c:13]2[cH:14][cH:15][cH:16][c:17]3[cH:18][c:19]([C:22](=[O:23])[O:24][CH2:25][CH3:26])[nH:20][c:21]23)[CH3:29])[cH:5][cH:6][cH:7][cH:8]1)([F:27])[F:28]. The reactants are FC(C(O)C1=CC(=CC=C1)OC)(F)F (2,2,2-trifluoro-1-(3-methoxyphenyl)ethanol), O (water), Cl[O-].[Na+] (sodium hypochlorite). The reagents and catalysts are S(=O)(=O)(O)[O-].C(CCC)[N+](CCCC)(CCCC)CCCC (tetrabutylammonium hydrogen sulfate). Run in C(Cl)Cl (methylene chloride). Product: FC(C(=O)C=1C=C(C=CC1)OC)(F)F (3-Trifluoroacetylanisole). As a reaction SMILES: [F:1][C:2]([F:14])([F:13])[CH:3]([C:5]1[CH:10]=[CH:9][CH:8]=[C:7]([O:11][CH3:12])[CH:6]=1)[OH:4].Cl[O-].[Na+].O>S([O-])(O)(=O)=O.C([N+](CCCC)(CCCC)CCCC)CCC.C(Cl)Cl>[F:1][C:2]([F:13])([F:14])[C:3]([C:5]1[CH:6]=[C:7]([O:11][CH3:12])[CH:8]=[CH:9][CH:10]=1)=[O:4] |f:1.2,4.5|. Procedure: 4.82 g (0.023 mol) of 2,2,2-trifluoro-1-(3-methoxyphenyl)ethanol and 0.4 g (0.0012 mol) of tetrabutylammonium hydrogen sulfate are dissolved in 100 ml of methylene chloride at room temperature. 14.4 ml (0.028 mol) of an approximately 12% strength sodium hypochlorite solution are metered in within 15 minutes with vigorous stirring and the mixture is stirred for a further 6 hours during which the reaction temperature rises to 26° C. The reaction mixture is added to 100 ml of water, the phases are ... Reactants: C([O-])([O-])=O.[Li+].[Li+] (lithium carbonate), C1(CC1)[C@]1([C@@H](NCC1)C(C)C)O ((2S,3R)-3-cyclopropyl-2-isopropylpyrrolidin-3-ol), FC1=CC(=C(C#N)C=C1)C(F)(F)F (4-fluoro-2-(trifluoromethyl)benzonitrile). Yields the product O[C@@H]1[C@@H](N([C@@H](C1)C)C1=CC(=C(C#N)C=C1)C(F)(F)F)C (4-[(2S,3S,5R)-3-hydroxy-2,5-dimethylpyrrolidin-1-yl]-2-(trifluoromethyl)benzonitrile), oil. Yield: 45.0%. Reaction SMILES: C1([C@:4]2([OH:12])[CH2:8][CH2:7][NH:6][C@H:5]2[CH:9](C)C)CC1.F[C:14]1[CH:21]=[CH:20][C:17]([C:18]#[N:19])=[C:16]([C:22]([F:25])([F:24])[F:23])[CH:15]=1.[C:26](=O)([O-])[O-].[Li+].[Li+]>>[OH:12][C@H:4]1[CH2:8][C@@H:7]([CH3:26])[N:6]([C:14]2[CH:21]=[CH:20][C:17]([C:18]#[N:19])=[C:16]([C:22]([F:25])([F:24])[F:23])[CH:15]=2)[C@H:5]1[CH3:9] |f:2.3.4|. Procedure details: By an operation in the same manner as in Example 53 and using (2S,3S,5R)-2,5-dimethylpyrrolidin-3-ol 0.5 oxalate (153 mg), 4-fluoro-2-(trifluoromethyl)benzonitrile (277 mg) and lithium carbonate (200 mg), the title compound was obtained as colorless oil (yield: 121 mg, yield: 45%). Starting materials: C(C)OC(=O)N1CCC2=C(C=3C(C(CC3C=C2)(F)F)C=2C=NC=CC2)CC1 (2,2-Difluoro-1-pyridin-3-yl-1,3,6,7,9,10-hexahydro-2H-8-aza-cyclohepta[e]indene-8-carboxylic acid ethyl ester), Br (HBr). Solvent: C(C)(=O)O (acetic acid). Run at temperature 60 celsius. Product: FC1(CC=2C=CC3=C(C2C1C=1C=NC=CC1)CCNCC3)F (2,2-Difluoro-1-pyridin-3-yl-1,2,3,6,7,8,9,10-octahydro-8-aza-cyclohepta[e]indene). Isolated yield 94.2%. RXN SMILES: C(OC([N:6]1[CH2:27][CH2:26][C:10]2[C:11]3[CH:12]([C:20]4[CH:21]=[N:22][CH:23]=[CH:24][CH:25]=4)[C:13]([F:19])([F:18])[CH2:14][C:15]=3[CH:16]=[CH:17][C:9]=2[CH2:8][CH2:7]1)=O)C.Br>C(O)(=O)C>[F:19][C:13]1([F:18])[CH:12]([C:20]2[CH:21]=[N:22][CH:23]=[CH:24][CH:25]=2)[C:11]2[C:10]3[CH2:26][CH2:27][NH:6][CH2:7][CH2:8][C:9]=3[CH:17]=[CH:16][C:15]=2[CH2:14]1. Reported procedure: Into a 250 ml flask, the product from step (c) (3.7 g, 9.9 mmol) dissolved in acetic acid (50 ml) and HBr (33% in acetic acid, 50 ml) was added. The stirred reaction mixture was heated to 60° C. for 6 hours. The reaction mixture was cooled and the volatiles were evaporated in vacuo. The crude product was dissolved in water (100 ml) and washed with diethyl ether (3×). The aqueous layer was basified with 2M NaOH and then extracted with DCM (3×). The combined DCM extracts were washed with brine, dr...